This data is from the Open Reaction Database (ORD), a public repository of structured organic reaction records. The task is: describe an organic reaction: reactants, conditions, products, and yield Starting materials: CS(=O)(=O)C1=CC=C(C=C1)C1=CC=C(C=C1)OCC1CCN(CC1)C#N (4-({[4′-(methylsulfonyl)-4-biphenylyl]oxy}methyl)-1-piperidinecarbonitrile), Cl.NO (hydroxylamine hydrochloride). The solvent is C(C)O (ethanol). Yields the product ONC(=N)N1CCC(CC1)COC1=CC=C(C=C1)C1=CC=C(C=C1)S(=O)(=O)C (N-hydroxy-4-({[4′-(methylsulfonyl)-4-biphenylyl]oxy}methyl)-1-piperidinecarboximidamide). Yield: 92.9%. RXN SMILES: [CH3:1][S:2]([C:5]1[CH:10]=[CH:9][C:8]([C:11]2[CH:16]=[CH:15][C:14]([O:17][CH2:18][CH:19]3[CH2:24][CH2:23][N:22]([C:25]#[N:26])[CH2:21][CH2:20]3)=[CH:13][CH:12]=2)=[CH:7][CH:6]=1)(=[O:4])=[O:3].Cl.[NH2:28][OH:29]>C(O)C>[OH:29][NH:28][C:25]([N:22]1[CH2:21][CH2:20][CH:19]([CH2:18][O:17][C:14]2[CH:15]=[CH:16][C:11]([C:8]3[CH:9]=[CH:10][C:5]([S:2]([CH3:1])(=[O:3])=[O:4])=[CH:6][CH:7]=3)=[CH:12][CH:13]=2)[CH2:24][CH2:23]1)=[NH:26] |f:1.2|. Procedure details: A mixture 4-({[4′-(methylsulfonyl)-4-biphenylyl]oxy}methyl)-1-piperidinecarbonitrile (60 mg, 0.16 mmol) and hydroxylamine hydrochloride (11 mg, 0.16 mmol) in ethanol (5 mL) was heated at 80° C. for 2 h, then cooled to ambient temperature overnight. The mixture was concentrated, and the crude product was purified by chromatography on a silica gel column using 0 to 10% MeOH/CH2Cl2 to give 60 mg (93%) of N-hydroxy-4-({[4′-(methylsulfonyl)-4-biphenylyl]oxy}methyl)-1-piperidinecarboximidamide as a wh... The reactants are CC(=O)OC(C)=O, O=CO, NC(Cc1cccs1)C(=O)O, O. The product is O=CNC(Cc1cccs1)C(=O)O. Reaction SMILES: [C:12]([O:13][C:15](=[O:16])[CH3:17])(=[O:14])[CH3:18].[CH:20]([OH:21])=[O:22].[NH2:1][CH:2]([C:3](=[O:4])[OH:5])[CH2:6][c:7]1[s:8][cH:9][cH:10][cH:11]1.[OH2:19]>>[NH:1]([CH:2]([C:3](=[O:4])[OH:5])[CH2:6][c:7]1[s:8][cH:9][cH:10][cH:11]1)[CH:12]=[O:14]. Starting materials: OC1=C(C=C(C=C1)C(C)(C)C1=CC=C(C=C1)C(C)(C1=CC(=C(C=C1)O)C)C)C (1,4-bis[1-(4-hydroxy-3-methylphenyl)-1-methylethyl]benzene), [OH-].[Na+] (sodium hydroxide), O (water), C(C)(=O)OCC (ethyl acetate), C=O (formaldehyde). Solvent: C1(=CC=CC=C1)C (toluene), C(C)(=O)O (acetic acid). Run at temperature 50 celsius, time 1 hour. The product is OC1=C(C=C(C=C1C)C(C)(C)C1=CC=C(C=C1)C(C)(C1=CC(=C(C(=C1)C)O)CO)C)CO (1,4-bis[1-(4-hydroxy-3-hydroxymethyl-5-methylphenyl)-1-methylethyl]benzene). Yield: 82.7%. Reaction SMILES: [OH:1][C:2]1C=[CH:6][C:5]([C:8]([C:11]2[CH:16]=[CH:15][C:14]([C:17]([CH3:27])([C:19]3[CH:24]=[CH:23][C:22]([OH:25])=[C:21]([CH3:26])[CH:20]=3)[CH3:18])=[CH:13][CH:12]=2)([CH3:10])[CH3:9])=[CH:4][C:3]=1[CH3:28].[OH-:29].[Na+].O.[CH2:32]=O.C([O:37][CH2:38][CH3:39])(=O)C>C1(C)C=CC=CC=1.C(O)(=O)C>[OH:1][C:2]1[C:3]([CH3:28])=[CH:4][C:5]([C:8]([C:11]2[CH:12]=[CH:13][C:14]([C:17]([CH3:27])([C:19]3[CH:24]=[C:23]([CH3:32])[C:22]([OH:25])=[C:21]([CH2:26][OH:29])[CH:20]=3)[CH3:18])=[CH:15][CH:16]=2)([CH3:10])[CH3:9])=[CH:6][C:39]=1[CH2:38][OH:37] |f:1.2|. Procedure details: Into a 100 ml four-necked flask were charged 29.96 g of 1,4-bis[1-(4-hydroxy-3-methylphenyl)-1-methylethyl]benzene["Bis-OC-P" manufactured by Honshu Kagaku Co., Ltd.], 4.48 g of sodium hydroxide and 44.8 g of water. While stirring at 50° C., 25.97 g of 37% formaldehyde was added dropwise thereto over 1 hour, and the reaction was conducted for 1 more hour. After completion of the reaction, 11 g of 90% aqueous acetic acid solution was added for neutralization and then the mixture was cooled to 25°... The reactants are [H-].[Na+] (sodium hydride), O1C(CCCC1)OC(CO)CCCCCCOC1OCCCC1 (2,8-bis(tetrahydropyran-2-yloxy)-1-octanol), O (water). The solvent is CN(C=O)C (dimethylformamide), CN(C=O)C (dimethylformamide), CN(C=O)C (dimethylformamide). Run at time 1 hour. Yields the product O1C(CCCC1)OC(COCC1=CCCCO1)CCCCCCOC1OCCCC1 (6-[2,8-Bis(tetrahydropyran-2-yloxy)octyloxymethyl]-3,4-dihydro-2H-pyran). Reaction SMILES: [O:1]1[CH2:6][CH2:5][CH2:4][CH2:3][CH:2]1[O:7][CH:8]([CH2:11][CH2:12][CH2:13][CH2:14][CH2:15][CH2:16][O:17][CH:18]1[CH2:23][CH2:22][CH2:21][CH2:20][O:19]1)[CH2:9][OH:10].[H-].[Na+].[OH2:26]>CN(C)C=O>[O:1]1[CH2:6][CH2:5][CH2:4][CH2:3][CH:2]1[O:7][CH:8]([CH2:11][CH2:12][CH2:13][CH2:14][CH2:15][CH2:16][O:17][CH:18]1[CH2:23][CH2:22][CH2:21][CH2:20][O:19]1)[CH2:9][O:10][CH2:9][C:8]1[O:26][CH2:14][CH2:13][CH2:12][CH:11]=1 |f:1.2|. Procedure: A solution of 1.049 g of 2,8-bis(tetrahydropyran-2-yloxy)-1-octanol (prepared as described in Preparation 72) in 10 ml of dimethylformamide was added, whilst ice-cooling, to a mixture of 0.152 g of sodium hydride (as a 55% dispersion in mineral oil) and 10 ml of dimethylformamide. The mixture was then stirred at room temperature for 1 hour. At the end of this time, a solution of the residue prepared as described in step (a) above dissolved in 15 ml of dimethylformamide was added to the mixture, ... Yields the product CCN(CC)c1ccc(N=Nc2c(C#N)cc([N+](=O)[O-])cc2[N+](=O)[O-])c(NC(C)=O)c1. Reaction SMILES: [Br:1][c:2]1[c:3]([N:14]=[N:15][c:16]2[c:17]([NH:27][C:28]([CH3:29])=[O:30])[cH:18][c:19]([N:22]([CH2:23][CH3:24])[CH2:25][CH3:26])[cH:20][cH:21]2)[c:4]([N+:11](=[O:12])[O-:13])[cH:5][c:6]([N+:8](=[O:9])[O-:10])[cH:7]1.[C:48]([O:49][CH2:50][CH2:51][CH2:52][CH3:53])(=[O:54])[CH3:55].[CH3:32][C:33](=[O:34])[O-:35].[CH3:39][C:40]([O:41][C:42](=[O:43])[CH3:44])=[O:45].[CH:36](=[O:37])[NH2:38].[Cu:46][I:47].[K+:31]>>[c:2]1([C:36]#[N:38])[c:3]([N:14]=[N:15][c:16]2[c:17]([NH:27][C:28]([CH3:29])=[O:30])[cH:18][c:19]([N:22]([CH2:23][CH3:24])[CH2:25][CH3:26])[cH:20][cH:21]2)[c:4]([N+:11](=[O:12])[O-:13])[cH:5][c:6]([N+:8](=[O:9])[O-:10])[cH:7]1. Starting materials: CCN(CC)c1ccc(N=Nc2c(Br)cc([N+](=O)[O-])cc2[N+](=O)[O-])c(NC(C)=O)c1, CCCCOC(C)=O, CC(=O)[O-], CC(=O)OC(C)=O, NC=O, [Cu]I, [K+].